Task: describe an organic reaction: reactants, conditions, products, and yield. Dataset: the Open Reaction Database (ORD), a public repository of structured organic reaction records The reactants are FC1(C[C@@H]2[C@@H]([C@](NO2)(C2=C(C=CC=C2)F)CF)C1)F ((3S,3aR,6aR)-5,5-difluoro-3-fluoromethyl-3-(2-fluoro-phenyl)-hexahydro-cyclopenta[d]isoxazole). Solvent: CCCCCCC.C(C)O (n-heptane ethanol). The product is FC1(C[C@H]2[C@H]([C@@](NO2)(C2=C(C=CC=C2)F)CF)C1)F ((3R,3aS,6aS)-5,5-difluoro-3-fluoromethyl-3-(2-fluoro-phenyl)-hexahydro-cyclopenta[d]isoxazole). RXN SMILES: [F:1][C:2]1([F:19])[CH2:18][C@@H:5]2[C@@:6]([CH2:16][F:17])([C:9]3[CH:14]=[CH:13][CH:12]=[CH:11][C:10]=3[F:15])[NH:7][O:8][C@@H:4]2[CH2:3]1>CCCCCCC.C(O)C>[F:19][C:2]1([F:1])[CH2:18][C@H:5]2[C@:6]([CH2:16][F:17])([C:9]3[CH:14]=[CH:13][CH:12]=[CH:11][C:10]=3[F:15])[NH:7][O:8][C@H:4]2[CH2:3]1 |f:1.2|. Reported procedure: Intermediate XXII-1: The racemate of (3S,3aR,6aR)-5,5-difluoro-3-fluoromethyl-3-(2-fluoro-phenyl)-hexahydro-cyclopenta[d]isoxazole was resolved on a chiral high-performance liquid chromatography (HPLC) column (Chiralpak AD) using n-heptane/ethanol (85:15) to give (3R,3aS,6aS)-5,5-difluoro-3-fluoromethyl-3-(2-fluoro-phenyl)-hexahydro-cyclopenta[d]isoxazole as the faster eluting enantiomer and the desired (3S,3aR,6aR)-5,5-difluoro-3-fluoromethyl-3-(2-fluoro-phenyl)-hexahydro-cyclopenta[d]isoxazole... Starting materials: Cc1cc(Br)cc(C)c1N([Si](C)(C)C)[Si](C)(C)C, [Li]CCCC, O=C(c1ccc(F)cc1)C(F)(F)F, C1CCOC1. Product: Cc1cc(C(O)(c2ccc(F)cc2)C(F)(F)F)cc(C)c1N([Si](C)(C)C)[Si](C)(C)C. As a reaction SMILES: [Br:1][c:2]1[cH:3][c:4]([CH3:18])[c:5]([N:9]([Si:10]([CH3:11])([CH3:12])[CH3:13])[Si:14]([CH3:15])([CH3:16])[CH3:17])[c:6]([CH3:8])[cH:7]1.[CH2:19]([Li:20])[CH2:21][CH2:22][CH3:23].[F:24][C:25]([C:26](=[O:27])[c:28]1[cH:29][cH:30][c:31]([F:34])[cH:32][cH:33]1)([F:35])[F:36].[O:37]1[CH2:38][CH2:39][CH2:40][CH2:41]1>>[c:2]1([C:26]([C:25]([F:24])([F:35])[F:36])([OH:27])[c:28]2[cH:29][cH:30][c:31]([F:34])[cH:32][cH:33]2)[cH:3][c:4]([CH3:18])[c:5]([N:9]([Si:10]([CH3:11])([CH3:12])[CH3:13])[Si:14]([CH3:15])([CH3:16])[CH3:17])[c:6]([CH3:8])[cH:7]1. Starting materials: CC(=O)O[BH-](OC(C)=O)OC(C)=O, CC(=O)O, ClCCl, CCCCOc1nc(N)c2nc(OC)n(CCCN)c2n1, [Na+], O=CC1CCCOC1. Yields the product CCCCOc1nc(N)c2nc(OC)n(CCCNCC3CCCOC3)c2n1. Reaction SMILES: [C:30]([O:31][BH-:32]([O:33][C:34](=[O:35])[CH3:36])[O:37][C:38](=[O:39])[CH3:40])(=[O:41])[CH3:42].[CH3:44][C:45](=[O:46])[OH:47].[Cl:48][CH2:49][Cl:50].[NH2:9][CH2:10][CH2:11][CH2:12][n:13]1[c:14]2[n:15][c:16]([O:25][CH2:26][CH2:27][CH2:28][CH3:29])[n:17][c:18]([NH2:24])[c:19]2[n:20][c:21]1[O:22][CH3:23].[Na+:43].[O:1]1[CH2:2][CH:3]([CH:7]=[O:8])[CH2:4][CH2:5][CH2:6]1>>[O:1]1[CH2:2][CH:3]([CH2:7][NH:9][CH2:10][CH2:11][CH2:12][n:13]2[c:14]3[n:15][c:16]([O:25][CH2:26][CH2:27][CH2:28][CH3:29])[n:17][c:18]([NH2:24])[c:19]3[n:20][c:21]2[O:22][CH3:23])[CH2:4][CH2:5][CH2:6]1. As a reaction SMILES: [CH2:55]1[O:56][CH2:57][CH2:58][CH2:59]1.[CH3:39][O:40][S:41]([O:42][CH3:43])(=[O:44])=[O:45].[CH3:48][CH2:49][CH2:50][CH2:51][CH2:52][CH2:53][CH3:54].[Cl-:46].[Cl:60][CH2:61][Cl:62].[H-:2].[NH4+:47].[Na+:1].[cH:3]1[c:4]([S:13](=[O:14])(=[O:15])[NH:16][CH:17]2[CH:18]3[CH2:19][N:20]([c:23]4[n:24][cH:25][c:26]([C:29](=[O:30])[NH:31][O:32][CH:33]5[O:34][CH2:35][CH2:36][CH2:37][CH2:38]5)[cH:27][n:28]4)[CH2:21][CH:22]23)[cH:5][cH:6][c:7]2[cH:8][cH:9][cH:10][cH:11][c:12]12>>[cH:3]1[c:4]([S:13](=[O:14])(=[O:15])[N:16]([CH:17]2[CH:18]3[CH2:19][N:20]([c:23]4[n:24][cH:25][c:26]([C:29](=[O:30])[NH:31][O:32][CH:33]5[O:34][CH2:35][CH2:36][CH2:37][CH2:38]5)[cH:27][n:28]4)[CH2:21][CH:22]23)[CH3:39])[cH:5][cH:6][c:7]2[cH:8][cH:9][cH:10][cH:11][c:12]12. Reactants: C1CCOC1, COS(=O)(=O)OC, CCCCCCC, [Cl-], ClCCl, [H-], [NH4+], [Na+], O=C(NOC1CCCCO1)c1cnc(N2CC3C(C2)C3NS(=O)(=O)c2ccc3ccccc3c2)nc1. Yields the product CN(C1C2CN(c3ncc(C(=O)NOC4CCCCO4)cn3)CC21)S(=O)(=O)c1ccc2ccccc2c1.